From a dataset of the Open Reaction Database (ORD), a public repository of structured organic reaction records. describe an organic reaction: reactants, conditions, products, and yield Starting materials: Cc1nn(C)c(=O)n1-c1nc2c(s1)CCOc1cc(Br)ccc1-2, O=C([O-])[O-], C1CCOC1, CC(C)(O)Cn1cc(B2OC(C)(C)C(C)(C)O2)cn1, [Cs+], [Cs+], Cc1nn(C)c(=O)n1-c1nc2c(s1)CCOc1cc(I)ccc1-2, O. The product is Cc1nn(C)c(=O)n1-c1nc2c(s1)CCOc1cc(-c3cnn(CC(C)(C)O)c3)ccc1-2. As a reaction SMILES: [Br:1][c:2]1[cH:3][c:4]2[c:5]([cH:22][cH:23]1)-[c:6]1[n:7][c:8](-[n:14]3[c:15](=[O:21])[n:16]([CH3:20])[n:17][c:18]3[CH3:19])[s:9][c:10]1[CH2:11][CH2:12][O:13]2.[C:66](=[O:67])([O-:68])[O-:69].[CH2:73]1[O:74][CH2:75][CH2:76][CH2:77]1.[CH3:47][C:48]([CH2:49][n:50]1[n:51][cH:52][c:53]([B:55]2[O:56][C:57]([CH3:58])([CH3:59])[C:60]([CH3:61])([CH3:62])[O:63]2)[cH:54]1)([CH3:64])[OH:65].[Cs+:70].[Cs+:71].[I:24][c:25]1[cH:26][cH:27][c:28]2[c:45]([cH:46]1)[O:44][CH2:43][CH2:42][c:41]1[c:29]-2[n:30][c:31](-[n:32]2[c:33]([CH3:34])[n:35][n:36]([CH3:37])[c:38]2=[O:39])[s:40]1.[OH2:72]>>[c:2]1(-[c:53]2[cH:52][n:51][n:50]([CH2:49][C:48]([CH3:47])([CH3:64])[OH:65])[cH:54]2)[cH:3][c:4]2[c:5]([cH:22][cH:23]1)-[c:6]1[n:7][c:8](-[n:14]3[c:15](=[O:21])[n:16]([CH3:20])[n:17][c:18]3[CH3:19])[s:9][c:10]1[CH2:11][CH2:12][O:13]2. Reactants: CN, COc1cc2c(c(-c3cc(Cl)ccc3Cl)c1)OC(COS(=O)(=O)c1ccc(C)cc1)C2, Cl. Yields the product CNCC1Cc2cc(OC)cc(-c3cc(Cl)ccc3Cl)c2O1. Reaction SMILES: [CH3:33][NH2:34].[Cl:2][c:3]1[c:4](-[c:10]2[cH:11][c:12]([O:31][CH3:32])[cH:13][c:14]3[c:18]2[O:17][CH:16]([CH2:19][O:20][S:21]([c:22]2[cH:23][cH:24][c:25]([CH3:26])[cH:27][cH:28]2)(=[O:29])=[O:30])[CH2:15]3)[cH:5][c:6]([Cl:9])[cH:7][cH:8]1.[ClH:1]>>[Cl:2][c:3]1[c:4](-[c:10]2[cH:11][c:12]([O:31][CH3:32])[cH:13][c:14]3[c:18]2[O:17][CH:16]([CH2:19][NH:34][CH3:33])[CH2:15]3)[cH:5][c:6]([Cl:9])[cH:7][cH:8]1. The reactants are CCOC(CCCCl)OCC, CC(=O)O, O=C(NO)c1cc(Cl)ccc1O, Cl, O. The product is O=C1c2cc(Cl)ccc2OC(CCCCl)N1O. As a reaction SMILES: [CH2:18]([O:19][CH:21]([O:20][CH2:26][CH3:27])[CH2:22][CH2:23][CH2:24][Cl:25])[CH3:28].[CH3:1][C:2](=[O:3])[OH:4].[Cl:6][c:7]1[cH:8][cH:9][c:10]([OH:17])[c:11]([C:12](=[O:13])[NH:14][OH:15])[cH:16]1.[ClH:5].[OH2:29]>>[Cl:6][c:7]1[cH:8][cH:9][c:10]2[c:11]([cH:16]1)[C:12](=[O:13])[N:14]([OH:15])[CH:21]([CH2:22][CH2:23][CH2:24][Cl:25])[O:17]2. Reactants: ClC1=C(C=C(C=C1)[N+](=O)[O-])C(F)(F)F (2-chloro-5-nitrobenzotrifluoride), C(C)(C)(C)C1=CC(=NO1)O (5-t-butyl-3-hydroxyisoxazole), C([O-])([O-])=O.[K+].[K+] (potassium carbonate). Solvent: CS(=O)C (dimethyl sulfoxide). Run at time 5 hour. Product: C(C)(C)(C)C1=CC(N(O1)C1=C(C=C(C=C1)[N+](=O)[O-])C(F)(F)F)=O (5-t-butyl-2-(4-nitro-2-trifluoromethylphenyl)-4-isoxazolin-3-one). Yield: 40.1%. RXN SMILES: Cl[C:2]1[CH:7]=[CH:6][C:5]([N+:8]([O-:10])=[O:9])=[CH:4][C:3]=1[C:11]([F:14])([F:13])[F:12].[C:15]([C:19]1[O:23][N:22]=[C:21]([OH:24])[CH:20]=1)([CH3:18])([CH3:17])[CH3:16].C(=O)([O-])[O-].[K+].[K+]>CS(C)=O>[C:15]([C:19]1[O:23][N:22]([C:2]2[CH:7]=[CH:6][C:5]([N+:8]([O-:10])=[O:9])=[CH:4][C:3]=2[C:11]([F:14])([F:13])[F:12])[C:21](=[O:24])[CH:20]=1)([CH3:18])([CH3:17])[CH3:16] |f:2.3.4|. Procedure details: After mixing 15 g of 2-chloro-5-nitrobenzotrifluoride, 11.3 g of 5-t-butyl-3-hydroxyisoxazole, 11.0 g of potassium carbonate, and 80 ml of dimethyl sulfoxide, the reaction was performed for 5 hours at 80° C. After the reaction was over, the reaction mixture was cooled and extracted with ethyl acetate and water. The organic phase thus formed was recovered and applied to silica gel column chromatography. The main product thus obtained was recrystallized from a mixture of methanol and water to prov... The reactants are CCO, CN(C)C=O, [N-]=[N+]=[N-], [Na+], O, Cc1ccc(S(=O)(=O)OCC(O)CP(C)(=O)OCC(C)C)cc1. Yields the product CC(C)COP(C)(=O)CC(O)CN=[N+]=[N-]. Reaction SMILES: [CH3:29][CH2:30][OH:31].[CH3:32][N:33]([CH3:34])[CH:35]=[O:36].[N-:25]=[N+:26]=[N-:27].[Na+:24].[OH2:28].[OH:1][CH:2]([CH2:3][P:4]([O:5][CH2:6][CH:7]([CH3:8])[CH3:9])(=[O:10])[CH3:11])[CH2:12][O:13][S:14]([c:15]1[cH:16][cH:17][c:18]([CH3:19])[cH:20][cH:21]1)(=[O:22])=[O:23]>>[OH:1][CH:2]([CH2:3][P:4]([O:5][CH2:6][CH:7]([CH3:8])[CH3:9])(=[O:10])[CH3:11])[CH2:12][N:25]=[N+:26]=[N-:27]. The reactants are COC1=C(C=C(C=C1)C)C (1-methoxy-2,4-dimethylbenzene), COC(Cl)Cl (1,1-dichloromethyl methyl ether), O (water). Reagents/catalysts: [Ti](Cl)(Cl)(Cl)Cl (titanium tetrachloride). Solvent: C(Cl)Cl (methylene chloride). Conditions: time 20 minute. The product is COC1=C(C=O)C=C(C=C1C)C (2-Methoxy-3,5-dimethylbenzaldehyde). Yield: 97.5%. RXN SMILES: C[O:2][C:3]1[CH:8]=[CH:7][C:6]([CH3:9])=[CH:5][C:4]=1[CH3:10].[CH3:11][O:12][CH:13](Cl)Cl.O>C(Cl)Cl.[Ti](Cl)(Cl)(Cl)Cl>[CH3:11][O:12][C:13]1[C:4]([CH3:10])=[CH:5][C:6]([CH3:9])=[CH:7][C:8]=1[CH:3]=[O:2]. Reported procedure: To a solution of 1-methoxy-2,4-dimethylbenzene (8.00 g, 58.7 mmol) and 1,1-dichloromethyl methyl ether (7.40 g, 64.7 mmol) in methylene chloride (30 mL) was added titanium tetrachloride (20.0 g, 105 mmol) at 0° C. and the mixture was stirred at that temperature for 20 minutes. This reaction mixture was poured into iced water and the organic layer was taken, washed with saturated aqueous sodium hydrogen carbonate solution, dried over MgSO4, and filtered. The filtrate was concentrated under reduce... Starting materials: O=O (oxygen), aqueous solution, [OH-].[Na+] (sodium hydroxide), BrC1=CC=2CC3=CC(=CC=C3C2C=C1)Br (2,7-dibromofluorene), aqueous solution, [OH-].[NH4+].[NH4+].[NH4+].[NH4+].[OH-].[OH-].[OH-] (tetraammonium hydroxide). Run in C1(=CC=CC=C1)C (toluene). The product is BrC=1C(C2=CC3=CC(=CC=C3C2=CC1)Br)=O (2,7-dibromofluorenone). Yield: 89.6%. Reaction SMILES: [O:1]=O.[Br:3][C:4]1[CH:16]=[CH:15][C:14]2[C:13]3[C:8](=[CH:9][C:10]([Br:17])=[CH:11][CH:12]=3)[CH2:7][C:6]=2[CH:5]=1.[OH-].[NH4+].[NH4+].[NH4+].[NH4+].[OH-].[OH-].[OH-].[OH-].[Na+]>C1(C)C=CC=CC=1>[Br:3][C:4]1[C:5](=[O:1])[C:6]2[C:14](=[CH:15][CH:16]=1)[C:13]1[C:8](=[CH:9][C:10]([Br:17])=[CH:11][CH:12]=1)[CH:7]=2 |f:2.3.4.5.6.7.8.9,10.11|. Reported procedure: Into a three-necked, 300-mL flask equipped with a stirrer, a molecular-oxygen-containing gas (air) inlet tube and a gas outlet tube (fitted with a condenser), 2,7-dibromofluorene (9.30 g, 0.029 mol) was charged, followed by its dissolution with toluene (100 g). Subsequent to addition of a 25% aqueous solution of tetraammonium hydroxide (0.77 g) and a 48% aqueous solution of sodium hydroxide (2.66 g), the resulting mixture was vigorously stirred at 60° C. for 3 hours while introducing air at a fl...